From a dataset of the Open Reaction Database (ORD), a public repository of structured organic reaction records. describe an organic reaction: reactants, conditions, products, and yield Yields the product Clc1ccc2c(c1)CCC(N1CCCC1)=C2. Reactants: C1CCNC1, Cc1ccccc1, O=C1CCc2cc(Cl)ccc2C1, Cc1ccc(S(=O)(=O)O)cc1. As a reaction SMILES: [CH2:13]1[CH2:14][CH2:15][NH:16][CH2:17]1.[CH3:29][c:30]1[cH:31][cH:32][cH:33][cH:34][cH:35]1.[Cl:1][c:2]1[cH:3][c:4]2[c:9]([cH:10][cH:11]1)[CH2:8][C:7](=[O:12])[CH2:6][CH2:5]2.[c:18]1([CH3:19])[cH:20][cH:21][c:22]([S:23]([OH:24])(=[O:25])=[O:26])[cH:27][cH:28]1>>[Cl:1][c:2]1[cH:3][c:4]2[c:9]([cH:10][cH:11]1)[CH:8]=[C:7]([N:16]1[CH2:15][CH2:14][CH2:13][CH2:17]1)[CH2:6][CH2:5]2. Starting materials: C[Si](C)(C)[N-][Si](C)(C)C.[Li+] (lithium bis(trimethylsilyl)amide), C1(=CC=C(C=C1)S(=O)(=O)C[N+]#[C-])C (p-toluenesulfonylmethylisocyanide), C(C=CCC(=O)OC)(=O)OC (dimethyl glutaconate). Run in O1CCCC1 (tetrahydrofuran), O1CCCC1 (tetrahydrofuran). Run at time 30 minute. The product is COC(=O)C1=CNC=C1CC(=O)OC (methyl4-(2-methoxy-2-oxoethyl)-1H-pyrrole-3-carboxylate). Isolated yield 51.7%. As a reaction SMILES: C[Si]([N-][Si](C)(C)C)(C)C.[Li+].C1(C)C=CC(S([CH2:20][N+:21]#[C-:22])(=O)=O)=CC=1.[C:24]([O:33][CH3:34])(=[O:32])[CH:25]=[CH:26][CH2:27][C:28]([O:30][CH3:31])=[O:29]>O1CCCC1>[CH3:34][O:33][C:24]([C:25]1[C:26]([CH2:27][C:28]([O:30][CH3:31])=[O:29])=[CH:22][NH:21][CH:20]=1)=[O:32] |f:0.1|. Procedure details: To a lithium bis(trimethylsilyl)amide (1M; tetrahydrofuran solution) (21 ml), a tetrahydrofuran (100 ml) solution of p-toluenesulfonylmethylisocyanide (4.04 g) was added dropwise at −78° C., and the mixture was stirred for 30 minutes. Successively, a tetrahydrofuran (20 ml) solution of dimethyl glutaconate (3.78 g) was added dropwise thereto, followed by stirring while raising the temperature to room temperature for 2 hours. The reaction mixture was concentrated, and the residue was washed with ...